Dataset: the Open Reaction Database (ORD), a public repository of structured organic reaction records. Task: describe an organic reaction: reactants, conditions, products, and yield The reactants are CCOC(=O)c1c(C(C)(C)O)nc(SCC)n1Cc1ccc(-c2ccccc2-c2nnn[nH]2)cc1, [Li+], C1COCCO1, [OH-], O, O. Product: CCSc1nc(C(C)(C)O)c(C(=O)O)n1Cc1ccc(-c2ccccc2-c2nnn[nH]2)cc1. Reaction SMILES: [CH2:1]([CH3:2])[S:3][c:4]1[n:5]([CH2:18][c:19]2[cH:20][cH:21][c:22](-[c:25]3[c:26](-[c:31]4[n:32][n:33][n:34][nH:35]4)[cH:27][cH:28][cH:29][cH:30]3)[cH:23][cH:24]2)[c:6]([C:13](=[O:14])[O:15][CH2:16][CH3:17])[c:7]([C:9]([CH3:10])([CH3:11])[OH:12])[n:8]1.[Li+:38].[O:40]1[CH2:41][CH2:42][O:43][CH2:44][CH2:45]1.[OH-:37].[OH2:36].[OH2:39]>>[CH2:1]([CH3:2])[S:3][c:4]1[n:5]([CH2:18][c:19]2[cH:20][cH:21][c:22](-[c:25]3[c:26](-[c:31]4[n:32][n:33][n:34][nH:35]4)[cH:27][cH:28][cH:29][cH:30]3)[cH:23][cH:24]2)[c:6]([C:13](=[O:14])[OH:15])[c:7]([C:9]([CH3:10])([CH3:11])[OH:12])[n:8]1. The reactants are COC1=CC=C(C=C1)NC(C1=C(C=CC=C1)N)=O (N-(4-methoxyphenyl)-2-aminobenzamide), C1=C2C(=CC3=CC=CC=C13)C(=O)OC2=O (2,3-napthalenedicarboxylic anhydride). The solvent is O1CCCC1 (tetrahydrofuran). Yields the product COC1=CC=C(C=C1)NC(C1=C(C=CC=C1)N1C(C=2C=C3C(=CC2C1=O)C=CC=C3)=O)=O (N-(4-Methoxyphenyl)-2-(1,3-dihydro-1,3-dioxo-2H-benz[f]isoindol-2-yl)benzamide). The yield is 54.4%. As a reaction SMILES: [CH3:1][O:2][C:3]1[CH:8]=[CH:7][C:6]([NH:9][C:10](=[O:18])[C:11]2[CH:16]=[CH:15][CH:14]=[CH:13][C:12]=2[NH2:17])=[CH:5][CH:4]=1.[CH:19]1[C:28]2[C:23](=[CH:24][CH:25]=[CH:26][CH:27]=2)[CH:22]=[C:21]2[C:29]([O:31][C:32](=O)[C:20]=12)=[O:30]>O1CCCC1>[CH3:1][O:2][C:3]1[CH:4]=[CH:5][C:6]([NH:9][C:10](=[O:18])[C:11]2[CH:16]=[CH:15][CH:14]=[CH:13][C:12]=2[N:17]2[C:32](=[O:31])[C:20]3[CH:19]=[C:28]4[CH:27]=[CH:26][CH:25]=[CH:24][C:23]4=[CH:22][C:21]=3[C:29]2=[O:30])=[CH:7][CH:8]=1. Procedure details: A pressure tube was charged with N-(4-methoxyphenyl)-2-aminobenzamide (500 mg, 2.07 mmol), 2,3-napthalenedicarboxylic anhydride (409 mg, 2.07 mmol), and tetrahydrofuran (10 mL). The resultant slurry was then placed in a bath heated to 110 C for 16 h. After cooling to ambient temperature and concentration to ½ of the solution volume, the product was triturated with 50% hexanes/50% ethyl acetate and the resulting solid collected by filtration. Recrystallization from hexanes/ethyl acetate yielded 4... The reactants are ClCC=1C(=NC=CC1)SC1CCCC1 (3-Chloromethyl-2-cyclopentylsulfanyl-pyridine), C(C)OC(CCC1=CC(=C(C=C1)O)OC)=O (3-(4-hydroxy-3-methoxy-phenyl]-propionic acid ethyl ester). Yields the product C1(CCCC1)SC1=NC=CC=C1COC1=C(C=C(C=C1)CCC(=O)O)OC (3-[4-(2-cyclopentylsulfanyl-pyridin-3-ylmethoxy)-3-methoxy-phenyl]-propionic acid). Yield: 58.1%. RXN SMILES: Cl[CH2:2][C:3]1[C:4]([S:9][CH:10]2[CH2:14][CH2:13][CH2:12][CH2:11]2)=[N:5][CH:6]=[CH:7][CH:8]=1.C([O:17][C:18](=[O:30])[CH2:19][CH2:20][C:21]1[CH:26]=[CH:25][C:24]([OH:27])=[C:23]([O:28][CH3:29])[CH:22]=1)C>>[CH:10]1([S:9][C:4]2[C:3]([CH2:2][O:27][C:24]3[CH:25]=[CH:26][C:21]([CH2:20][CH2:19][C:18]([OH:30])=[O:17])=[CH:22][C:23]=3[O:28][CH3:29])=[CH:8][CH:7]=[CH:6][N:5]=2)[CH2:14][CH2:13][CH2:12][CH2:11]1. Procedure: 3-Chloromethyl-2-cyclopentylsulfanyl-pyridine (40 mg, 0.16 mmol) obtained in Step C of Preparation Example 8 and 3-(4-hydroxy-3-methoxy-phenyl]-propionic acid ethyl ester (48 mg, 0.21 mmol) obtained in Step C of Preparation Example 38 were used to react sequentially in the same manner as in Steps A and B of Example 1 to obtain the title compound (36 mg, 64%). Starting materials: CCc1ccc(-c2ccc(C(=O)O)cc2)cc1, COC(=O)C(N)C(C)N=[N+]=[N-], CCN(C(C)C)C(C)C, ClCCl, On1nnc2ccccc21. Product: CCc1ccc(-c2ccc(C(=O)NC(C(=O)OC)C(C)N=[N+]=[N-])cc2)cc1. As a reaction SMILES: [CH2:22]([CH3:23])[c:24]1[cH:25][cH:26][c:27](-[c:30]2[cH:31][cH:32][c:33]([C:36](=[O:37])[OH:38])[cH:34][cH:35]2)[cH:28][cH:29]1.[CH3:1][O:2][C:3]([CH:4]([CH:5]([CH3:6])[N:7]=[N+:8]=[N-:9])[NH2:10])=[O:11].[CH:39]([N:40]([CH2:41][CH3:42])[CH:43]([CH3:44])[CH3:45])([CH3:46])[CH3:47].[Cl:48][CH2:49][Cl:50].[OH:12][n:13]1[c:14]2[c:15]([cH:16][cH:17][cH:18][cH:19]2)[n:20][n:21]1>>[CH3:1][O:2][C:3]([CH:4]([CH:5]([CH3:6])[N:7]=[N+:8]=[N-:9])[NH:10][C:36]([c:33]1[cH:32][cH:31][c:30](-[c:27]2[cH:26][cH:25][c:24]([CH2:22][CH3:23])[cH:29][cH:28]2)[cH:35][cH:34]1)=[O:37])=[O:11]. Reactants: BrCc1ccccc1, CCOCCn1c(NC2CCN(C(=O)OCC)CC2)nc2cccnc21, CN(C)C=O, [H-], [Na+], O. The product is CCOCCn1c(N(Cc2ccccc2)C2CCN(C(=O)OCC)CC2)nc2cccnc21. As a reaction SMILES: [Br:34][CH2:35][c:36]1[cH:37][cH:38][cH:39][cH:40][cH:41]1.[CH2:8]([CH3:9])[O:10][CH2:11][CH2:12][n:13]1[c:14]([NH:22][CH:23]2[CH2:24][CH2:25][N:26]([C:29](=[O:30])[O:31][CH2:32][CH3:33])[CH2:27][CH2:28]2)[n:15][c:16]2[c:17]1[n:18][cH:19][cH:20][cH:21]2.[CH3:3][N:4]([CH3:5])[CH:6]=[O:7].[H-:1].[Na+:2].[OH2:42]>>[CH2:8]([CH3:9])[O:10][CH2:11][CH2:12][n:13]1[c:14]([N:22]([CH:23]2[CH2:24][CH2:25][N:26]([C:29](=[O:30])[O:31][CH2:32][CH3:33])[CH2:27][CH2:28]2)[CH2:35][c:36]2[cH:37][cH:38][cH:39][cH:40][cH:41]2)[n:15][c:16]2[c:17]1[n:18][cH:19][cH:20][cH:21]2. The reactants are C1(=CC=CC=C1)C1=C(N)C=CC=C1 (2-phenylaniline), C(Cl)Cl (methylene chloride), [OH-].[Na+] (sodium hydroxide). The reagents and catalysts are [Cl-].C(C1=CC=CC=C1)[N+](CC)(CC)CC (benzyltriethylammonium chloride). Solvent: C(Cl)(Cl)Cl (chloroform). Product: C1(=CC=CC=C1)C1=C(C=CC=C1)[N+]#[C-] (2-Phenyl phenylisonitrile). Reaction SMILES: [C:1]1([C:7]2[CH:13]=[CH:12][CH:11]=[CH:10][C:8]=2[NH2:9])[CH:6]=[CH:5][CH:4]=[CH:3][CH:2]=1.[CH2:14](Cl)Cl.[OH-].[Na+]>[Cl-].C([N+](CC)(CC)CC)C1C=CC=CC=1.C(Cl)(Cl)Cl>[C:1]1([C:7]2[CH:13]=[CH:12][CH:11]=[CH:10][C:8]=2[N+:9]#[C-:14])[CH:2]=[CH:3][CH:4]=[CH:5][CH:6]=1 |f:2.3,4.5|. Procedure details: A reaction flask was charged with 17 g (0.1 mole) of 2-phenylaniline, 20 ml of methylene chloride, 15 ml of chloroform, 30 ml of 50% aqueous sodium hydroxide, and 200 mg of benzyltriethylammonium chloride. The procedure of Example 1 was followed, yielding 6 g of a thick oil, whose structure was confirmed by mass spectroscopy as that indicated by the above title. The reactants are NC(=O)COC1=CC=C(C=C1)CC(C)NCC(OCCO)C1=CC=C(C=C1)OCC1=CC=CC=C1 (N-[2-(4-Aminocarbonylmethoxyphenyl)-1-methylethyl]-2-(4-benzyloxyphenyl)-2-(2-hydroxyethoxy)ethanamine), [H][H] (hydrogen). Reagents/catalysts: [Pd] (Palladium on carbon). Run in C(C)(=O)O (acetic acid). Yields the product NC(=O)COC1=CC=C(C=C1)CC(C)NCC(C1=CC=C(C=C1)O)OCCO (N-[2-(4-Aminocarbonylmethoxyphenyl)-1-methylethyl]-2-(2-hydroxyethoxy)-2-(4-hydroxyphenyl)ethanamine). RXN SMILES: [NH2:1][C:2]([CH2:4][O:5][C:6]1[CH:11]=[CH:10][C:9]([CH2:12][CH:13]([NH:15][CH2:16][CH:17]([C:22]2[CH:27]=[CH:26][C:25]([O:28]CC3C=CC=CC=3)=[CH:24][CH:23]=2)[O:18][CH2:19][CH2:20][OH:21])[CH3:14])=[CH:8][CH:7]=1)=[O:3].[H][H]>C(O)(=O)C.[Pd]>[NH2:1][C:2]([CH2:4][O:5][C:6]1[CH:11]=[CH:10][C:9]([CH2:12][CH:13]([NH:15][CH2:16][CH:17]([O:18][CH2:19][CH2:20][OH:21])[C:22]2[CH:23]=[CH:24][C:25]([OH:28])=[CH:26][CH:27]=2)[CH3:14])=[CH:8][CH:7]=1)=[O:3]. Reported procedure: N-[2-(4-Aminocarbonylmethoxyphenyl)-1-methylethyl]-2-(4-benzyloxyphenyl)-2-(2-hydroxyethoxy)ethanamine (3.5 g) in glacial acetic acid (30 ml) was hydrogenated in the presence of 10% Palladium on carbon at atmospheric pressure and room temperature until hydrogen uptake was complete. The solution was filtered through diatomaceous earth and the solvent removed under vacuum. The residue was partitioned between ethyl acetate and saturated aqueous sodium bicarbonate, the organic layer separated, dried... Starting materials: CN(C)C(=O)Oc2ccc1ccccc1c2 (substrate), CC[C@@H]1C(=O)OC[C@@H]1Cc2cncn2C (effective_coupling_partner). The reagents and catalysts are dcype. Conditions: temperature 110 celsius, time 12 hour. Product: CC[C@@H]1C(=O)OC[C@@H]1Cc4cnc(c3ccc2ccccc2c3)n4C. Reactants: CCOC(=O)Cc1cn(Cc2ccc(OCCc3nc(-c4ccccc4)oc3C)nc2)nc1-c1ccccc1, CCO, Cl, [Na+], C1CCOC1, [OH-]. Product: Cc1oc(-c2ccccc2)nc1CCOc1ccc(Cn2cc(CC(=O)O)c(-c3ccccc3)n2)cn1. RXN SMILES: [CH3:1][c:2]1[c:3]([CH2:13][CH2:14][O:15][c:16]2[cH:17][cH:18][c:19]([CH2:22][n:23]3[n:24][c:25](-[c:34]4[cH:35][cH:36][cH:37][cH:38][cH:39]4)[c:26]([CH2:28][C:29](=[O:30])[O:31][CH2:32][CH3:33])[cH:27]3)[cH:20][n:21]2)[n:4][c:5](-[c:7]2[cH:8][cH:9][cH:10][cH:11][cH:12]2)[o:6]1.[CH3:48][CH2:49][OH:50].[ClH:47].[Na+:41].[O:42]1[CH2:43][CH2:44][CH2:45][CH2:46]1.[OH-:40]>>[CH3:1][c:2]1[c:3]([CH2:13][CH2:14][O:15][c:16]2[cH:17][cH:18][c:19]([CH2:22][n:23]3[n:24][c:25](-[c:34]4[cH:35][cH:36][cH:37][cH:38][cH:39]4)[c:26]([CH2:28][C:29](=[O:30])[OH:31])[cH:27]3)[cH:20][n:21]2)[n:4][c:5](-[c:7]2[cH:8][cH:9][cH:10][cH:11][cH:12]2)[o:6]1. The reactants are BrC(CCC=1OC(=CC1)C)C (2-(3-bromobutyl)-5-methyl-furan), [C-]#N.[K+] (KCN). Run in CS(=O)C (dimethyl sulphoxide), O (water). Run at time 16 hour. The product is CC(C#N)CCC=1OC(=CC1)C (2-methyl-4-(5-methyl-2-furyl)-butane nitrile). RXN SMILES: Br[CH:2]([CH3:11])[CH2:3][CH2:4][C:5]1[O:6][C:7]([CH3:10])=[CH:8][CH:9]=1.[C-:12]#[N:13].[K+]>CS(C)=O.O>[CH3:11][CH:2]([CH2:3][CH2:4][C:5]1[O:6][C:7]([CH3:10])=[CH:8][CH:9]=1)[C:12]#[N:13] |f:1.2|. Procedure: A solution of 2-(3-bromobutyl)-5-methyl-furan (20.5 g) and 13 g KCN in 100 ml of dry dimethyl sulphoxide was heated during stirring for 16 hours at 50°-55° C. The mixture was cooled, diluted with water and extracted using ether. The extracts were washed with water, dried on anhydrous MgSO4 and boiled down under vacuum. The residue was subjected to chromatographic adsorption over silicagel with hexane/ethyl acetate (9:1) and gave 14.6 g dl-2-methyl-4-(5-methyl-2-furyl)-butane nitrile.